From a dataset of the Open Reaction Database (ORD), a public repository of structured organic reaction records. describe an organic reaction: reactants, conditions, products, and yield Starting materials: ClC=1C=C(C=CC1Cl)[N+](=O)[O-] (3,4-dichloronitrobenzene), C(C1CCCO1)N (tetrahydrofurfurylamine), ice. Run in O (water). Run at temperature 150 celsius. The product is ClC1=C(NCC2CCCO2)C=CC(=C1)[N+](=O)[O-] (2-chloro-4-nitro-N-tetrahydrofurfurylaniline). Reaction SMILES: [Cl:1][C:2]1[CH:3]=[C:4]([N+:9]([O-:11])=[O:10])[CH:5]=[CH:6][C:7]=1Cl.[CH2:12]([NH2:18])[CH:13]1[O:17][CH2:16][CH2:15][CH2:14]1>O>[Cl:1][C:2]1[CH:3]=[C:4]([N+:9]([O-:11])=[O:10])[CH:5]=[CH:6][C:7]=1[NH:18][CH2:12][CH:13]1[O:17][CH2:16][CH2:15][CH2:14]1. Reported procedure: A mixture of 0.3 mol (57.6 g) of 3,4-dichloronitrobenzene and 1 mol (101 g) of tetrahydrofurfurylamine is heated in an oil bath. When the temperature of the reaction medium reaches 110° C., the reaction starts and the temperature rises rapidly to 160° C. and is maintained for a certain time without external heating. When the temperature falls, the reaction medium is heated for 30 minutes in an oil bath at 150° C. and is then poured into 500 ml of ice-cooled water. The expected product initially ... Reactants: CC(C(=O)OCN1C(N(C(C=2NC=NC12)=O)COC(C(C)(C)C)=O)=O)(C)C (2,2-Dimethylpropionic acid [3-(2,2-dimethylpropionyloxymethyl)-2,6-dioxo-2,3,6,7-tetrahydropurin-1-yl]methyl ester), ClN1C(CCC1=O)=O (N-chlorosuccinimide). Solvent: CN(C=O)C (N,N-dimethylformamide), C(C)(=O)OCC (ethyl acetate). Run at time 10 minute. The product is ClC1=NC=2N(C(N(C(C2N1)=O)COC(C(C)(C)C)=O)=O)COC(C(C)(C)C)=O (2,2-Dimethylpropionic acid [8-chloro-3-(2,2-dimethylpropionyloxymethyl)-2,6-dioxo-2,3,6,7-tetrahydropurine-1-yl]methyl ester). The yield is 63.9%. As a reaction SMILES: [CH3:1][C:2]([CH3:27])([CH3:26])[C:3]([O:5][CH2:6][N:7]1[C:15]2[N:14]=[CH:13][NH:12][C:11]=2[C:10](=[O:16])[N:9]([CH2:17][O:18][C:19](=[O:24])[C:20]([CH3:23])([CH3:22])[CH3:21])[C:8]1=[O:25])=[O:4].[Cl:28]N1C(=O)CCC1=O>CN(C)C=O.C(OCC)(=O)C>[Cl:28][C:13]1[NH:12][C:11]2[C:10](=[O:16])[N:9]([CH2:17][O:18][C:19](=[O:24])[C:20]([CH3:21])([CH3:23])[CH3:22])[C:8](=[O:25])[N:7]([CH2:6][O:5][C:3](=[O:4])[C:2]([CH3:27])([CH3:26])[CH3:1])[C:15]=2[N:14]=1. Reported procedure: 2,2-Dimethylpropionic acid [3-(2,2-dimethylpropionyloxymethyl)-2,6-dioxo-2,3,6,7-tetrahydropurin-1-yl]methyl ester (2.31 g) was dissolved in N,N-dimethylformamide (18 ml), and N-chlorosuccinimide (973 mg) was added to the solution while cooling on ice. Then, the mixture was stirred for 10 minutes on ice, and then at room temperature for 20 hours. The obtained reaction mixture was diluted with ethyl acetate, washed with water, and dried over anhydrous magnesium sulfate. After removing the solvent... The reactants are O1C(C=CCC1)=O (5,6-Dihydro-2H-pyran-2-one), C(=C)[Li] (vinyllithium), cuprous. RXN SMILES: [O:1]1[CH2:6][CH2:5][CH:4]=[CH:3][C:2]1=[O:7].[CH:8]([Li])=[CH2:9]>>[CH:8]([CH:4]1[CH2:5][CH2:6][O:1][C:2](=[O:7])[CH2:3]1)=[CH2:9]. Procedure: 5,6-Dihydro-2H-pyran-2-one is treated with vinyllithium in the presence of a cuprous salt to obtain 4-ethenyl-tetrahydro-2H-pyran-2-one which is reacted with 3-bromopyridine under conditions of a Heck condensation [J. Org. Chem. 43, 2952 (1978), e.g. in the presence of Pd(OAc)2 and tri-o-tolylphosphine] to obtain 4-[2-(3-pyridyl)-ethenyl]tetrahydro-2H-pyran-2-one. The lactone is reduced to the corresponding lactol, e.g. with diisobutyl aluminium hydride, which is condensed under Wittig condition... The product is C(=C)C1CC(OCC1)=O (4-ethenyl-tetrahydro-2H-pyran-2-one). The reactants are COC(=O)c1ccc(C(=O)N2CCN(c3ncccc3NC(C)C)CC2)cc1, CC(O)CN. Yields the product CC(O)CNC(=O)c1ccc(C(=O)N2CCN(c3ncccc3NC(C)C)CC2)cc1. Reaction SMILES: [CH3:1][O:2][C:3]([c:4]1[cH:5][cH:6][c:7]([C:10](=[O:11])[N:12]2[CH2:13][CH2:14][N:15]([c:18]3[n:19][cH:20][cH:21][cH:22][c:23]3[NH:24][CH:25]([CH3:26])[CH3:27])[CH2:16][CH2:17]2)[cH:8][cH:9]1)=[O:28].[NH2:29][CH2:30][CH:31]([CH3:32])[OH:33]>>[C:3]([c:4]1[cH:5][cH:6][c:7]([C:10](=[O:11])[N:12]2[CH2:13][CH2:14][N:15]([c:18]3[n:19][cH:20][cH:21][cH:22][c:23]3[NH:24][CH:25]([CH3:26])[CH3:27])[CH2:16][CH2:17]2)[cH:8][cH:9]1)(=[O:28])[NH:29][CH2:30][CH:31]([CH3:32])[OH:33]. Reactants: CO, CCOC(=O)Cc1nc(-c2ccc(F)cc2)oc1-c1ccsc1, [K+], [OH-]. Product: O=C([O-])Cc1nc(-c2ccc(F)cc2)oc1-c1ccsc1, [K+]. Reaction SMILES: [CH3:24][OH:25].[F:1][c:2]1[cH:3][cH:4][c:5](-[c:8]2[o:9][c:10](-[c:19]3[cH:20][s:21][cH:22][cH:23]3)[c:11]([CH2:13][C:14](=[O:15])[O:16][CH2:17][CH3:18])[n:12]2)[cH:6][cH:7]1.[K+:27].[OH-:26]>>[F:1][c:2]1[cH:3][cH:4][c:5](-[c:8]2[o:9][c:10](-[c:19]3[cH:20][s:21][cH:22][cH:23]3)[c:11]([CH2:13][C:14](=[O:15])[O-:16])[n:12]2)[cH:6][cH:7]1.[K+:27]. Starting materials: CCO, COc1cc2c(cc1OC)OC(C#N)C2, Cl, [H][H]. Yields the product COc1cc2c(cc1OC)OC(CN)C2. Reaction SMILES: [CH3:19][CH2:20][OH:21].[CH3:1][O:2][c:3]1[c:4]([O:14][CH3:15])[cH:5][c:6]2[c:7]([cH:13]1)[CH2:8][CH:9]([C:11]#[N:12])[O:10]2.[ClH:16].[H:17][H:18]>>[CH3:1][O:2][c:3]1[c:4]([O:14][CH3:15])[cH:5][c:6]2[c:7]([cH:13]1)[CH2:8][CH:9]([CH2:11][NH2:12])[O:10]2. Conditions: time 24 hour. Isolated yield 20.8%. RXN SMILES: [C:1]([OH:12])(=[O:11])[C:2]1[CH:10]=[CH:9][C:7]([OH:8])=[C:4]([O:5][CH3:6])[CH:3]=1.N1C=CN=C1.[C:18]([Si:22]([CH3:25])([CH3:24])Cl)([CH3:21])([CH3:20])[CH3:19]>CN(C)C=O.O>[Si:22]([O:8][C:7]1[CH:9]=[CH:10][C:2]([C:1]([OH:12])=[O:11])=[CH:3][C:4]=1[O:5][CH3:6])([C:18]([CH3:21])([CH3:20])[CH3:19])([CH3:25])[CH3:24]. Solvent: CN(C=O)C (N,N-dimethylformamide), O (water). Yields the product [Si](C)(C)(C(C)(C)C)OC1=C(C=C(C(=O)O)C=C1)OC (4-(tert-butyldimethylsilyloxy)-3-methoxybenzoic acid). Reactants: C(C1=CC(OC)=C(O)C=C1)(=O)O (vanillic acid), N1C=NC=C1 (imidazole), C(C)(C)(C)[Si](Cl)(C)C (tert-butyldimethylchlorosilane). Procedure details: To a solution of vanillic acid (2.0 g, 11.89 mmol) in N,N-dimethylformamide (50 ml), imidazole (4.04 g, 59.45 mmol) and tert-butyldimethylchlorosilane (4.48 g, 29.72 mmol) were added. The reaction was stirred at room temperature for 24 hours. he mixture was poured in water (70 ml) solution and extracted with diethyl ether (3×70 ml) The organic layers were dried over sodium sulfate and concentrated under reduced pressure. The residue was purified by flash chromatography (Biotage System, column FL... The reactants are O=C(Cl)c1cccnc1, Nc1cnc(OCC(F)(F)F)c(-c2ccc(Cl)cc2)n1, Cl. Yields the product O=C(Nc1cnc(OCC(F)(F)F)c(-c2ccc(Cl)cc2)n1)c1cccnc1. Reaction SMILES: [C:22]([c:23]1[cH:24][n:25][cH:26][cH:27][cH:28]1)(=[O:29])[Cl:30].[Cl:1][c:2]1[cH:3][cH:4][c:5](-[c:8]2[c:9]([O:15][CH2:16][C:17]([F:18])([F:19])[F:20])[n:10][cH:11][c:12]([NH2:14])[n:13]2)[cH:6][cH:7]1.[ClH:21]>>[Cl:1][c:2]1[cH:3][cH:4][c:5](-[c:8]2[c:9]([O:15][CH2:16][C:17]([F:18])([F:19])[F:20])[n:10][cH:11][c:12]([NH:14][C:22]([c:23]3[cH:24][n:25][cH:26][cH:27][cH:28]3)=[O:29])[n:13]2)[cH:6][cH:7]1. Starting materials: S1C=NC2=C1C=C(C=C2)N(C(=O)NC=2C=NC=CC2C)CC(CC)=O (1-Benzothiazol-6-yl-3-(4-methyl-pyridin-3-yl)-1-(2-oxo-butyl)-urea), CO (MeOH). Run in C1(=CC=CC=C1)C (toluene), C(Cl)(Cl)Cl (chloroform). Product: S1C=NC2=C1C=C(C=C2)N2C(N(C(=C2)CC)C=2C=NC=CC2C)=O (1-Benzothiazol-6-yl-4-ethyl-3-(4-methyl-pyridin-3-yl)-1,3-dihydro-imidazol-2-one). Isolated yield 28.5%. As a reaction SMILES: [S:1]1[C:5]2[CH:6]=[C:7]([N:10]([CH2:21][C:22](=O)[CH2:23][CH3:24])[C:11]([NH:13][C:14]3[CH:15]=[N:16][CH:17]=[CH:18][C:19]=3[CH3:20])=[O:12])[CH:8]=[CH:9][C:4]=2[N:3]=[CH:2]1.CO>C1(C)C=CC=CC=1.C(Cl)(Cl)Cl>[S:1]1[C:5]2[CH:6]=[C:7]([N:10]3[CH:21]=[C:22]([CH2:23][CH3:24])[N:13]([C:14]4[CH:15]=[N:16][CH:17]=[CH:18][C:19]=4[CH3:20])[C:11]3=[O:12])[CH:8]=[CH:9][C:4]=2[N:3]=[CH:2]1. Procedure details: 1-Benzothiazol-6-yl-3-(4-methyl-pyridin-3-yl)-1-(2-oxo-butyl)-urea (I-168b: 185 mg, 0.522 mmol) in toluene (15 mL) was refluxed at 120° C. for 20 hours. The reaction was monitored by TLC (5% MeOH in chloroform). The reaction mixture was concentrated under reduced pressure and the crude residue was purified by column chromatography on silica gel (2.5% methanol in chloroform) to afford 50 mg of the product (28.57% yield).